Dataset: the Open Reaction Database (ORD), a public repository of structured organic reaction records. Task: describe an organic reaction: reactants, conditions, products, and yield The reactants are C(C)(=O)OC=1C(=C2CCC(OC2=C(C1OC)OC)(C)CCOC1=CC=C(CC2C(NC(S2)=N)=O)C=C1)C (5-{4-[2-(6-Acetoxy-7,8-dimethoxy-2,5-dimethylchroman-2-yl)ethoxy]benzyl}-2-iminothiazolidin-4-one), Cl (hydrochloric acid), O (water). Solvent: COCCO (ethylene glycol monomethyl ether). The product is OC=1C(=C2CCC(OC2=C(C1OC)OC)(C)CCOC1=CC=C(CC2C(NC(S2)=O)=O)C=C1)C (5-{4-[2-(6-Hydroxy-7,8-dimethoxy-2,5-dimethylchroman-2-yl)ethoxy]-benzyl}thiazolidine-2,4-dione). Reaction SMILES: C([O:4][C:5]1[C:6]([CH3:37])=[C:7]2[C:12](=[C:13]([O:17][CH3:18])[C:14]=1[O:15][CH3:16])[O:11][C:10]([CH2:20][CH2:21][O:22][C:23]1[CH:36]=[CH:35][C:26]([CH2:27][CH:28]3[S:32][C:31](=N)[NH:30][C:29]3=[O:34])=[CH:25][CH:24]=1)([CH3:19])[CH2:9][CH2:8]2)(=O)C.Cl.[OH2:39]>COCCO>[OH:4][C:5]1[C:6]([CH3:37])=[C:7]2[C:12](=[C:13]([O:17][CH3:18])[C:14]=1[O:15][CH3:16])[O:11][C:10]([CH2:20][CH2:21][O:22][C:23]1[CH:24]=[CH:25][C:26]([CH2:27][CH:28]3[S:32][C:31](=[O:39])[NH:30][C:29]3=[O:34])=[CH:35][CH:36]=1)([CH3:19])[CH2:9][CH2:8]2. Reported procedure: 560 mg of 5-{4-[2-(6-acetoxy-7,8-dimethoxy-2,5-dimethylchroman-2-yl)ethoxy]benzyl}-2-iminothiazolidin-4-one (prepared as described in Example 7) were added to a mixture of 7 ml of concentrated hydrochloric acid, 2.5 ml of water and 10 ml of ethylene glycol monomethyl ether, and the mixture was heated under reflux for 13 hours. The reaction mixture was then processed and purified as described in Example 1(a), except that the crude product, in the form of an oil, was purified by column chromatogra...